Dataset: the Open Reaction Database (ORD), a public repository of structured organic reaction records. Task: describe an organic reaction: reactants, conditions, products, and yield The reactants are C/C(/C=O)=C\C(=C\C)\C ((2E,4E)-2,4-dimethyl-2,4hexadienal), compound 15, Wittig reagent, [Br-].CC(\C=C\C)[P+](C1=CC=CC=C1)(C1=CC=CC=C1)C1=CC=CC=C1 ((1-Methyl-2(E)-butenyl)triphenylphosphonium bromide), O1CCCC1 (tetrahydrofuran), C(CCC)[Li] (butyllithium). Run in O (water), O (Water), CCCCCC (hexane). Yields the product CC(=CC)C=C(C=C(C=CC)C)C (3,5,7-TRIMETHYL-2,4,6,8-DECATETRAENE). RXN SMILES: [Br-].[CH3:2]C([P+](C1C=CC=CC=1)(C1C=CC=CC=1)C1C=CC=CC=1)/C=C/C.O1[CH2:30][CH2:29][CH2:28][CH2:27]1.C([Li])CCC.[CH3:36]/[C:37](=[CH:40]\[C:41](\[CH3:44])=[CH:42]\[CH3:43])/[CH:38]=O>CCCCCC.O>[CH3:27][C:28]([CH:36]=[C:37]([CH3:38])[CH:40]=[C:41]([CH3:44])[CH:42]=[CH:43][CH3:2])=[CH:29][CH3:30] |f:0.1|. Procedure: (1-Methyl-2(E)-butenyl)triphenylphosphonium bromide from Example 9 (0.62 g, 0.0015 mole) was added to a dry flask with 5 ml tetrahydrofuran. The flask was equipped with magnetic stirrer and septum; the reaction was carried out under nitrogen. The salt did not dissolve completely but became a sticky suspension. The mixture was cooled over ice, and butyllithium (2.5 M in hexane) was added dropwise, with stirring, until the color change became permanent; then an additional 0.0015 mole was added. Th... Reactants: 35, [N+](=O)([O-])C1=CC=C(C=C1)N1N=C(N=C1CCC)S (1-(4-nitrophenyl)-5-propyl-1H-1,2,4-triazole-3-thiol), [N+](=O)(O)[O-] (nitric acid). The solvent is O (water). Reaction conditions: temperature 60 celsius, time 8 hour. The product is 19.8, [N+](=O)([O-])C1=CC=C(C=C1)N1N=C(N=C1CCC)SSC1=NN(C(=N1)CCC)C1=CC=C(C=C1)[N+](=O)[O-] (3,3'-dithiobis[1-(4-nitrophenyl)-5-propyl-1H-1,2,4-triazole]). RXN SMILES: [N+:1]([C:4]1[CH:9]=[CH:8][C:7]([N:10]2[C:14]([CH2:15][CH2:16][CH3:17])=[N:13][C:12]([SH:18])=[N:11]2)=[CH:6][CH:5]=1)([O-:3])=[O:2].[N+:19]([O-:22])(O)=[O:20]>O>[N+:1]([C:4]1[CH:5]=[CH:6][C:7]([N:10]2[C:14]([CH2:15][CH2:16][CH3:17])=[N:13][C:12]([S:18][S:18][C:12]3[N:13]=[C:14]([CH2:15][CH2:16][CH3:17])[N:10]([C:7]4[CH:8]=[CH:9][C:4]([N+:19]([O-:22])=[O:20])=[CH:5][CH:6]=4)[N:11]=3)=[N:11]2)=[CH:8][CH:9]=1)([O-:3])=[O:2]. Reported procedure: A mixure of 35 parts of 1-(4-nitrophenyl)-5-propyl-1H-1,2,4-triazole-3-thiol, 83 parts of concentrated nitric acid solution and 150 parts of water is stirred and warmed to 60° C. While stirring, the mixture is allowed to cool to room temperature and the whole is further stirred overnight at room temperature. The precipitated product is filtered off, washed with water and added to a hot solution of 20 parts of potassium carbonate in 200 parts of water at 100° C. The reaction mixture is allowed to... The reactants are CCCCCN(C)C(=O)N(C)C, Nc1ccccc1N1CCOCC1, O=P(Cl)(Cl)Cl, c1ccccc1. The product is CCCCCN(C)C(=Nc1ccccc1N1CCOCC1)N(C)C. Reaction SMILES: [CH2:1]([CH2:2][CH2:3][CH2:4][CH3:5])[N:6]([C:7]([N:8]([CH3:9])[CH3:10])=[O:11])[CH3:12].[NH2:13][c:14]1[c:15]([N:20]2[CH2:21][CH2:22][O:23][CH2:24][CH2:25]2)[cH:16][cH:17][cH:18][cH:19]1.[P:26]([Cl:27])([Cl:28])([Cl:29])=[O:30].[cH:31]1[cH:32][cH:33][cH:34][cH:35][cH:36]1>>[CH2:1]([CH2:2][CH2:3][CH2:4][CH3:5])[N:6]([C:7]([N:8]([CH3:9])[CH3:10])=[N:13][c:14]1[c:15]([N:20]2[CH2:21][CH2:22][O:23][CH2:24][CH2:25]2)[cH:16][cH:17][cH:18][cH:19]1)[CH3:12]. The reactants are CCC(C)C(NC(=O)OC(C)(C)C)C(=O)OC(C)OC(=O)N(CC1CN(c2ccc(C3CCS(=O)(=O)CC3)c(F)c2)C(=O)O1)C(C)=O, C1CCOC1, CCOCC, COc1ccccc1, Cl. The product is CCC(C)C(N)C(=O)OC(C)OC(=O)N(CC1CN(c2ccc(C3CCS(=O)(=O)CC3)c(F)c2)C(=O)O1)C(C)=O, Cl. RXN SMILES: [C:1]([CH3:2])(=[O:3])[N:4]([C:5](=[O:6])[O:7][CH:8]([CH3:9])[O:10][C:11]([CH:12]([CH:13]([CH2:14][CH3:15])[CH3:16])[NH:17][C:18]([O:19][C:20]([CH3:21])([CH3:22])[CH3:23])=[O:24])=[O:25])[CH2:26][CH:27]1[CH2:28][N:29]([c:33]2[cH:34][c:35]([F:47])[c:36]([CH:39]3[CH2:40][CH2:41][S:42](=[O:45])(=[O:46])[CH2:43][CH2:44]3)[cH:37][cH:38]2)[C:30](=[O:32])[O:31]1.[CH2:56]1[O:57][CH2:58][CH2:59][CH2:60]1.[CH2:62]([O:63][CH2:64][CH3:65])[CH3:66].[CH3:48][O:49][c:50]1[cH:51][cH:52][cH:53][cH:54][cH:55]1.[ClH:61]>>[C:1]([CH3:2])(=[O:3])[N:4]([C:5](=[O:6])[O:7][CH:8]([CH3:9])[O:10][C:11]([CH:12]([CH:13]([CH2:14][CH3:15])[CH3:16])[NH2:17])=[O:25])[CH2:26][CH:27]1[CH2:28][N:29]([c:33]2[cH:34][c:35]([F:47])[c:36]([CH:39]3[CH2:40][CH2:41][S:42](=[O:45])(=[O:46])[CH2:43][CH2:44]3)[cH:37][cH:38]2)[C:30](=[O:32])[O:31]1.[ClH:61]. Reactants: ClC1=CC(=NC2=CC=CC=C12)C1=CC=CC=C1 (4-Chloro-2-phenylquinoline), C(CS)(=O)O (thioglycolic acid). The solvent is N1=CC=CC=C1 (pyridine). Yields the product C1(=CC=CC=C1)C1=NC2=CC=CC=C2C(=C1)SCC(=O)O ([(2-Phenyl-4-quinolyl)thio]acetic acid). Yield: 86.6%. As a reaction SMILES: Cl[C:2]1[C:11]2[C:6](=[CH:7][CH:8]=[CH:9][CH:10]=2)[N:5]=[C:4]([C:12]2[CH:17]=[CH:16][CH:15]=[CH:14][CH:13]=2)[CH:3]=1.[C:18]([OH:22])(=[O:21])[CH2:19][SH:20]>N1C=CC=CC=1>[C:12]1([C:4]2[CH:3]=[C:2]([S:20][CH2:19][C:18]([OH:22])=[O:21])[C:11]3[C:6](=[CH:7][CH:8]=[CH:9][CH:10]=3)[N:5]=2)[CH:17]=[CH:16][CH:15]=[CH:14][CH:13]=1. Procedure details: 4-Chloro-2-phenylquinoline (3 g) and thioglycolic acid (1.38 g) in pyridine (40 cc) are heated under reflux for 4 hours. After evaporation of the pyridine under reduced pressure, the residue is taken up with water (125 cc) and normal aqueous sodium hydroxide solution (40 cc). The aqueous phase is washed with ethyl ether (2×50 cc), acidified to pH 5 with glacial acetic acid and extracted with ethyl ether (3×50 cc). The ether phase is washed with water, dried over magnesium sulphate and evaporated... The reactants are B, CO, CN, C#N, O=Cc1csc2cncn12, Cl, [K+], [Na], [OH-]. Product: CNCc1csc2cncn12. RXN SMILES: [B:18].[CH3:20][OH:21].[CH3:2][NH2:3].[CH:16]#[N:17].[CH:6](=[O:7])[c:8]1[n:9]2[c:10]([s:11][cH:12]1)[cH:13][n:14][cH:15]2.[ClH:1].[K+:5].[Na:19].[OH-:4]>>[CH3:2][NH:3][CH2:6][c:8]1[n:9]2[c:10]([s:11][cH:12]1)[cH:13][n:14][cH:15]2.